From a dataset of the Open Reaction Database (ORD), a public repository of structured organic reaction records. describe an organic reaction: reactants, conditions, products, and yield The reactants are [H-].[Na+] (Sodium hydride), ClCCNC(CCCC1=C(N=C(O1)N1C(=NC=C1)C)C1=CC=C(C=C1)Cl)=O (N-(2-chloroethyl)-4-(4-chlorophenyl)-2-(2-methyl-1-imidazolyl)-5-oxazolebutyramide), ice water. Solvent: CN(C=O)C (N,N-dimethylformamide). Conditions: time 4 hour. Product: ClC1=CC=C(C=C1)C=1N=C(OC1CCCC=1OCCN1)N1C(=NC=C1)C (4-(4-chlorophenyl)-2-(2-methyl-1-imidazolyl)-5-[3-(2-oxazolin-2-yl)propyl]oxazole). Isolated yield 77.6%. RXN SMILES: [H-].[Na+].Cl[CH2:4][CH2:5][NH:6][C:7](=[O:29])[CH2:8][CH2:9][CH2:10][C:11]1[O:15][C:14]([N:16]2[CH:20]=[CH:19][N:18]=[C:17]2[CH3:21])=[N:13][C:12]=1[C:22]1[CH:27]=[CH:26][C:25]([Cl:28])=[CH:24][CH:23]=1>CN(C)C=O>[Cl:28][C:25]1[CH:26]=[CH:27][C:22]([C:12]2[N:13]=[C:14]([N:16]3[CH:20]=[CH:19][N:18]=[C:17]3[CH3:21])[O:15][C:11]=2[CH2:10][CH2:9][CH2:8][C:7]2[O:29][CH2:4][CH2:5][N:6]=2)=[CH:23][CH:24]=1 |f:0.1|. Reported procedure: Sodium hydride (60%, oil, 130mg) was gradually added to a N,N-dimethylformamide solution (30ml) of N-(2-chloroethyl)-4-(4-chlorophenyl)-2-(2-methyl-1-imidazolyl)-5-oxazolebutyramide (870mg) at room temperature. After stirring for 4 hours at room temperature, the reaction mixture was poured into ice water. And this was extracted with ethyl acetate. The ethyl acetate layer was washed with water and dried (MgSO,). 4-(4-chlorophenyl)-2-(2-methyl-1-imidazolyl)-5-[3-(2-oxazolin-2-yl)propyl]oxazole (61...